Dataset: the Open Reaction Database (ORD), a public repository of structured organic reaction records. Task: describe an organic reaction: reactants, conditions, products, and yield Reactants: C[Si](C)(C)C=[N+]=[N-], CC#N, CO, CCN(C(C)C)C(C)C, [Na+], [OH-], CC(C)c1cc(O)cc(C(C)C)c1NC(=O)CN1CCN(CCO)CC1. RXN SMILES: [CH3:36][Si:37]([CH:38]=[N+:39]=[N-:40])([CH3:41])[CH3:42].[CH3:45][C:46]#[N:47].[CH3:48][OH:49].[CH:27]([N:28]([CH2:29][CH3:30])[CH:31]([CH3:32])[CH3:33])([CH3:34])[CH3:35].[Na+:44].[OH-:43].[OH:1][CH2:2][CH2:3][N:4]1[CH2:5][CH2:6][N:7]([CH2:10][C:11](=[O:12])[NH:13][c:14]2[c:15]([CH:24]([CH3:25])[CH3:26])[cH:16][c:17]([OH:23])[cH:18][c:19]2[CH:20]([CH3:21])[CH3:22])[CH2:8][CH2:9]1>>[OH:1][CH2:2][CH2:3][N:4]1[CH2:5][CH2:6][N:7]([CH2:10][C:11](=[O:12])[NH:13][c:14]2[c:15]([CH:24]([CH3:25])[CH3:26])[cH:16][c:17]([O:23][CH3:27])[cH:18][c:19]2[CH:20]([CH3:21])[CH3:22])[CH2:8][CH2:9]1. The product is COc1cc(C(C)C)c(NC(=O)CN2CCN(CCO)CC2)c(C(C)C)c1. The reactants are C(C)(=O)OCC(=O)NC1=CC(=C(C=C1)C#N)C(F)(F)F (2-{[4-cyano-3-(trifluoromethyl)phenyl]amino}-2-oxoethyl acetate), C(C)(=O)OCC(=O)NC1=CC(=C(C=C1)C#N)C(F)(F)F (2-{[4-cyano-3-(trifluoromethyl)phenyl]amino}-2-oxoethyl acetate), C1(=CC=CC=C1)P(C1=CC=CC=C1)C1=CC=CC=C1 (triphenylphosphine), CC(C)OC(=O)/N=N/C(=O)OC(C)C (diisopropylazodicarboxylate), C[Si](C)(C)N=[N+]=[N-] (Trimethylsilylazide). Run in C1CCOC1 (THF), C(C)(=O)OCC (ethyl acetate). Reaction conditions: time 30 minute. The product is C(C)(=O)OCC1=NN=NN1C1=CC(=C(C=C1)C#N)C(F)(F)F ({1-[4-cyano-3-(trifluoromethyl)phenyl]-1H-tetrazol-5-yl}methyl acetate). Reaction SMILES: [C:1]([O:4][CH2:5][C:6]([NH:8][C:9]1[CH:14]=[CH:13][C:12]([C:15]#[N:16])=[C:11]([C:17]([F:20])([F:19])[F:18])[CH:10]=1)=O)(=[O:3])[CH3:2].C1(P(C2C=CC=CC=2)C2C=CC=CC=2)C=CC=CC=1.CC(OC(/N=N/C(OC(C)C)=O)=O)C.C[Si]([N:58]=[N+:59]=[N-:60])(C)C>C1COCC1.C(OCC)(=O)C>[C:1]([O:4][CH2:5][C:6]1[N:8]([C:9]2[CH:14]=[CH:13][C:12]([C:15]#[N:16])=[C:11]([C:17]([F:20])([F:19])[F:18])[CH:10]=2)[N:60]=[N:59][N:58]=1)(=[O:3])[CH3:2]. Reported procedure: To a solution of 2-{[4-cyano-3-(trifluoromethyl)phenyl]amino}-2-oxoethyl acetate (Intermediate 21, 65 g) in THF (300 mL) was added triphenylphosphine (161 g, 0.615 mol) and diisopropylazodicarboxylate (124 g, 0.615 mol) at 0° C. The reaction mixture was stirred for 30 minutes. Trimethylsilylazide (71.1 g, 0.615 mol) was added dropwise at room temperature and then heated to reflux for 4 hours. The reaction mixture was diluted with ethyl acetate and washed with ice-water. The organic layer was sep... The reactants are C, Cc1oc(-c2ccccc2)nc1CCOc1ccc(C=CCO)cc1, CCOC(C)=O, [Pd]. Yields the product Cc1oc(-c2ccccc2)nc1CCOc1ccc(CCCO)cc1. As a reaction SMILES: [C:26].[CH3:1][c:2]1[c:3]([CH2:13][CH2:14][O:15][c:16]2[cH:17][cH:18][c:19]([CH:22]=[CH:23][CH2:24][OH:25])[cH:20][cH:21]2)[n:4][c:5](-[c:7]2[cH:8][cH:9][cH:10][cH:11][cH:12]2)[o:6]1.[CH3:28][CH2:29][O:30][C:31](=[O:32])[CH3:33].[Pd:27]>>[CH3:1][c:2]1[c:3]([CH2:13][CH2:14][O:15][c:16]2[cH:17][cH:18][c:19]([CH2:22][CH2:23][CH2:24][OH:25])[cH:20][cH:21]2)[n:4][c:5](-[c:7]2[cH:8][cH:9][cH:10][cH:11][cH:12]2)[o:6]1. Starting materials: ClC=1C=C(C=2N(N1)C(=CN2)C(=O)NC2=C(C=NC=C2)F)N(C2=NC=CC=C2)CC2=CC=C(C=C2)OC (6-chloro-N-(3-fluoropyridin-4-yl)-8-((4-methoxybenzyl)(pyridin-2-yl)amino)imidazo[1,2-b]pyridazine-3-carboxamide), [C@H]1(CC[C@H](CC1)N)N ((trans)-cyclohexane-1,4-diamine). Solvent: CN1CCCC1=O (NMP), CO (MeOH). Run at time 20 minute. Yields the product N[C@@H]1CC[C@H](CC1)NC=1C=C(C=2N(N1)C(=CN2)C(=O)NC2=C(C=NC=C2)F)N(C2=NC=CC=C2)CC2=CC=C(C=C2)OC (6-((trans)-4-aminocyclohexylamino)-N-(3-fluoropyridin-4-yl)-8-((4-methoxybenzyl)(pyridin-2-yl)amino)imidazo[1,2-b]pyridazine-3-carboxamide). Isolated yield 86.7%. RXN SMILES: Cl[C:2]1[CH:3]=[C:4]([N:21]([CH2:28][C:29]2[CH:34]=[CH:33][C:32]([O:35][CH3:36])=[CH:31][CH:30]=2)[C:22]2[CH:27]=[CH:26][CH:25]=[CH:24][N:23]=2)[C:5]2[N:6]([C:8]([C:11]([NH:13][C:14]3[CH:19]=[CH:18][N:17]=[CH:16][C:15]=3[F:20])=[O:12])=[CH:9][N:10]=2)[N:7]=1.[C@H:37]1([NH2:44])[CH2:42][CH2:41][C@H:40]([NH2:43])[CH2:39][CH2:38]1>CN1C(=O)CCC1.CO>[NH2:43][C@H:40]1[CH2:41][CH2:42][C@H:37]([NH:44][C:2]2[CH:3]=[C:4]([N:21]([CH2:28][C:29]3[CH:34]=[CH:33][C:32]([O:35][CH3:36])=[CH:31][CH:30]=3)[C:22]3[CH:27]=[CH:26][CH:25]=[CH:24][N:23]=3)[C:5]3[N:6]([C:8]([C:11]([NH:13][C:14]4[CH:19]=[CH:18][N:17]=[CH:16][C:15]=4[F:20])=[O:12])=[CH:9][N:10]=3)[N:7]=2)[CH2:38][CH2:39]1. Procedure: A suspension of 6-chloro-N-(3-fluoropyridin-4-yl)-8-((4-methoxybenzyl)(pyridin-2-yl)amino)imidazo[1,2-b]pyridazine-3-carboxamide 5B (0.500 g, 0.992 mmol) and (trans)-cyclohexane-1,4-diamine (1.360 g, 11.91 mmol) in NMP (2.5 mL) was subjected to 110° C. in a 300 W CEM Discover microwave for 20 min. The mixture was diluted with MeOH and purified via preparatory HPLC using a YMC ODS C-18 column (30×250 mm) 0%-100% B. Solvent B: (90% MeOH, 10% H2O, 0.1% TFA). Solvent A: (10% MeOH, 90% H2O, 0.1% TFA)...